Dataset: the Open Reaction Database (ORD), a public repository of structured organic reaction records. Task: describe an organic reaction: reactants, conditions, products, and yield Starting materials: C(C1=CC=CC=C1)OC1=C(C=CC(=C1)F)C(CN1CCN(CC1)C(=O)OC(C)(C)C)=O (2′-(benzyloxy)-2-[4-(tert-butoxycarbonyl)piperazin-1-yl]4′-fluoroacetophenone). Solvent: COC(N(C)C)OC (dimethylformamide dimethylacetal). The product is C(C)(C)(C)OC(=O)N1CCN(CC1)C(=CN(C)C)C(C1=C(C=C(C=C1)F)OCC1=CC=CC=C1)=O (4-[1-(2-benzyloxy-4-fluoro-benzoyl)-2-dimethylamino-vinyl]-piperazine-1-carboxylic acid tert-butyl ester). As a reaction SMILES: [CH2:1]([O:8][C:9]1[CH:14]=[C:13]([F:15])[CH:12]=[CH:11][C:10]=1[C:16](=[O:31])[CH2:17][N:18]1[CH2:23][CH2:22][N:21]([C:24]([O:26][C:27]([CH3:30])([CH3:29])[CH3:28])=[O:25])[CH2:20][CH2:19]1)[C:2]1[CH:7]=[CH:6][CH:5]=[CH:4][CH:3]=1>COC(OC)N(C)C>[C:27]([O:26][C:24]([N:21]1[CH2:22][CH2:23][N:18]([C:17]([C:16](=[O:31])[C:10]2[CH:11]=[CH:12][C:13]([F:15])=[CH:14][C:9]=2[O:8][CH2:1][C:2]2[CH:7]=[CH:6][CH:5]=[CH:4][CH:3]=2)=[CH:17][N:18]([CH3:23])[CH3:19])[CH2:19][CH2:20]1)=[O:25])([CH3:28])([CH3:30])[CH3:29]. Reported procedure: A solution of 2′-(benzyloxy)-2-[4-(tert-butoxycarbonyl)piperazin-1-yl]4′-fluoroacetophenone (270 mg, 0.63 mmol) in dimethylformamide dimethylacetal (1.5 mL) was heated in a sealed microwave tube at 200° C. for 15 minutes. A white precipitate formed. The mixture was evaporated to dryness in vacuo to give crude 4-[1-(2-benzyloxy-4-fluoro-benzoyl)-2-dimethylamino-vinyl]-piperazine-1-carboxylic acid tert-butyl ester. Ethanol (2 mL) and hydrazine hydrate (2.0 mL) were added and the mixture heated in ... Starting materials: [Cl-].[NH4+] (ammonium chloride), [H-].[Na+] (Sodium hydride), C(C)OC(CBr)OCC (bromoacetaldehyde diethyl acetal), CC(C=C)O (3-buten-2-ol), CN1C(CCC1)=O (N-methyl-2-pyrrolidone). Reaction conditions: temperature 60 celsius, time 30 minute. Yields the product CC(C=C)OCC=NO ((1-methylallyloxy)acetaldehyde oxime). RXN SMILES: [CH3:1][CH:2]([OH:5])[CH:3]=[CH2:4].[H-].[Na+].C([O:10]C(OCC)CBr)C.[Cl-].[NH4+].C[N:20]1CC[CH2:22][C:21]1=O>>[CH3:1][CH:2]([O:5][CH2:22][CH:21]=[N:20][OH:10])[CH:3]=[CH2:4] |f:1.2,4.5|. Reported procedure: A solution of 3-buten-2-ol (5.00 g) in N-methyl-2-pyrrolidone (70.0 mL) was cooled to 0° C. under a nitrogen atmosphere. Sodium hydride (600, 3.33 g) and bromoacetaldehyde diethyl acetal (15.0 g) were added to the reaction solution at the same temperature, and the mixture was stirred at 60° C. for 30 minutes. A saturated ammonium chloride solution was added to the reaction solution at 0° C., followed by extraction with ethyl acetate. The organic layer was washed with saturated sodium bicarbonate...